This data is from the Open Reaction Database (ORD), a public repository of structured organic reaction records. The task is: describe an organic reaction: reactants, conditions, products, and yield Reactants: CCCCP(=CC#N)(CCCC)CCCC, Cc1ccccc1, OCC1CCN(c2ccccc2)CC1, COC(=O)c1cccc2cc[nH]c12. The product is COC(=O)c1cccc2ccn(CC3CCN(c4ccccc4)CC3)c12. As a reaction SMILES: [CH2:28]([P:29](=[CH:30][C:31]#[N:32])([CH2:33][CH2:34][CH2:35][CH3:36])[CH2:37][CH2:38][CH2:39][CH3:40])[CH2:41][CH2:42][CH3:43].[CH3:44][c:45]1[cH:46][cH:47][cH:48][cH:49][cH:50]1.[c:1]1([N:7]2[CH2:8][CH2:9][CH:10]([CH2:13][OH:14])[CH2:11][CH2:12]2)[cH:2][cH:3][cH:4][cH:5][cH:6]1.[nH:15]1[cH:16][cH:17][c:18]2[cH:19][cH:20][cH:21][c:22]([C:24](=[O:25])[O:26][CH3:27])[c:23]12>>[c:1]1([N:7]2[CH2:8][CH2:9][CH:10]([CH2:13][n:15]3[cH:16][cH:17][c:18]4[cH:19][cH:20][cH:21][c:22]([C:24](=[O:25])[O:26][CH3:27])[c:23]34)[CH2:11][CH2:12]2)[cH:2][cH:3][cH:4][cH:5][cH:6]1.